This data is from the Open Reaction Database (ORD), a public repository of structured organic reaction records. The task is: describe an organic reaction: reactants, conditions, products, and yield Starting materials: C(=O)([O-])[O-].[K+].[K+] (K2CO3), FC1=C(CBr)C(=CC=C1)C(F)(F)F (2-fluoro-6-(trifluoromethyl)benzyl bromide), C(C)(C)(C)OC(NC(CN1C(N(C(NC1=O)=O)C1=C(C(=CC=C1)OC)F)=O)(C)C)=O ({2-[3-(2-Fluoro-3-methoxy-phenyl)-2,4,6-trioxo-[1,3,5]triazinan-1-yl]-1,1-dimethyl-ethyl}-carbamic acid tert-butyl ester). Solvent: EtOAc hexanes, CN(C)C=O (DMF). Run at time 14 hour. Product: C(C)(C)(C)OC(NC(CN1C(N(C(N(C1=O)CC1=C(C=CC=C1C(F)(F)F)F)=O)C1=C(C(=CC=C1)OC)F)=O)(C)C)=O ({2-[3-(2-Fluoro-3-methoxy-phenyl)-5-(2-fluoro-6-trifluoromethyl-benzyl)-2,4,6-trioxo-[1,3,5]triazinan-1-yl]-1,1-dimethyl-ethyl}-carbamic acid tert-butyl ester). As a reaction SMILES: [C:1]([O:5][C:6](=[O:30])[NH:7][C:8]([CH3:29])([CH3:28])[CH2:9][N:10]1[C:15](=[O:16])[NH:14][C:13](=[O:17])[N:12]([C:18]2[CH:23]=[CH:22][CH:21]=[C:20]([O:24][CH3:25])[C:19]=2[F:26])[C:11]1=[O:27])([CH3:4])([CH3:3])[CH3:2].C([O-])([O-])=O.[K+].[K+].[F:37][C:38]1[CH:45]=[CH:44][CH:43]=[C:42]([C:46]([F:49])([F:48])[F:47])[C:39]=1[CH2:40]Br>CN(C=O)C>[C:1]([O:5][C:6](=[O:30])[NH:7][C:8]([CH3:29])([CH3:28])[CH2:9][N:10]1[C:15](=[O:16])[N:14]([CH2:40][C:39]2[C:42]([C:46]([F:47])([F:49])[F:48])=[CH:43][CH:44]=[CH:45][C:38]=2[F:37])[C:13](=[O:17])[N:12]([C:18]2[CH:23]=[CH:22][CH:21]=[C:20]([O:24][CH3:25])[C:19]=2[F:26])[C:11]1=[O:27])([CH3:4])([CH3:2])[CH3:3] |f:1.2.3|. Procedure: {2-[3-(2-Fluoro-3-methoxy-phenyl)-2,4,6-trioxo-[1,3,5]triazinan-1-yl]-1,1-dimethyl-ethyl}-carbamic acid tert-butyl ester (370 mg) was dissolved in 7 mL of anhydrous DMF. To this solution was added K2CO3 (2.0 eq, 226 mg) and 2-fluoro-6-(trifluoromethyl)benzyl bromide (1.0 eq, 222 mg). The reaction was complete by LC/MS after 14 hours. The DMF was removed in vacuo. The residue was partitioned between EtOAc and H2O. The EtOAc layer was collected and the aqueous layer was extracted with EtOAc (2×20 ... The reactants are O=C([O-])[O-], CCOC(=O)CCc1ccc2c(CCC(=O)OCC)c(OCCCCCBr)ccc2n1, CCC(C)=O, [K+], [K+], CCCc1c(O)ccc2c1OCCC2=O. The product is CCCc1c(OCCCCCOc2ccc3nc(CCC(=O)OCC)ccc3c2CCC(=O)OCC)ccc2c1OCCC2=O. Reaction SMILES: [C:47](=[O:48])([O-:49])[O-:50].[CH2:1]([CH3:2])[O:3][C:4]([CH2:5][CH2:6][c:7]1[n:8][c:9]2[cH:10][cH:11][c:12]([O:24][CH2:25][CH2:26][CH2:27][CH2:28][CH2:29][Br:30])[c:13]([CH2:17][CH2:18][C:19](=[O:20])[O:21][CH2:22][CH3:23])[c:14]2[cH:15][cH:16]1)=[O:31].[CH3:53][C:54](=[O:55])[CH2:56][CH3:57].[K+:51].[K+:52].[OH:32][c:33]1[c:34]([CH2:44][CH2:45][CH3:46])[c:35]2[c:36]([cH:42][cH:43]1)[C:37](=[O:41])[CH2:38][CH2:39][O:40]2>>[CH2:1]([CH3:2])[O:3][C:4]([CH2:5][CH2:6][c:7]1[n:8][c:9]2[cH:10][cH:11][c:12]([O:24][CH2:25][CH2:26][CH2:27][CH2:28][CH2:29][O:32][c:33]3[c:34]([CH2:44][CH2:45][CH3:46])[c:35]4[c:36]([cH:42][cH:43]3)[C:37](=[O:41])[CH2:38][CH2:39][O:40]4)[c:13]([CH2:17][CH2:18][C:19](=[O:20])[O:21][CH2:22][CH3:23])[c:14]2[cH:15][cH:16]1)=[O:31].